From a dataset of the Open Reaction Database (ORD), a public repository of structured organic reaction records. describe an organic reaction: reactants, conditions, products, and yield Starting materials: CON=C(C(=O)O)C(=O)CBr, ClCCl. Product: CON=C(C(=O)O)C(=O)CBr, [Cl-]. Reaction SMILES: [Br:1][CH2:2][C:3]([C:4]([C:5](=[O:6])[OH:7])=[N:8][O:9][CH3:10])=[O:11].[Cl:12][CH2:13][Cl:14]>>[Br:1][CH2:2][C:3]([C:4]([C:5](=[O:6])[OH:7])=[N:8][O:9][CH3:10])=[O:11].[Cl-:12].